Dataset: the Open Reaction Database (ORD), a public repository of structured organic reaction records. Task: describe an organic reaction: reactants, conditions, products, and yield As a reaction SMILES: [NH:1]1[C:13]2[C:12]3[CH:11]=[CH:10][CH:9]=[CH:8][C:7]=3[N:6]=[C:5](O)[C:4]=2[N:3]=[CH:2]1.P(Cl)(Cl)([Cl:17])=O.[OH-].[NH4+]>CN(C)C=O>[Cl:17][C:12]1[C:13]2[N:1]=[CH:2][NH:3][C:4]=2[C:5]2[N:6]=[CH:7][CH:8]=[CH:9][C:10]=2[CH:11]=1 |f:2.3|. Starting materials: N1C=NC=2C(=NC=3C=CC=CC3C21)O (1H-imidazo[4,5-c]quinolin-4-ol), [OH-].[NH4+] (ammonium hydroxide), P(=O)(Cl)(Cl)Cl (phosphorus oxychloride). Run in CN(C=O)C (N,N-dimethylformamide). Procedure details: To a mixture of 7.7 g (0.0416 mole) of 1H-imidazo[4,5-c]quinolin-4-ol and 50 mL of N,N-dimethylformamide was added in small portions 12 mL (0.13 mole) of phosphorus oxychloride. The mixture was heated on a steam bath for 1.5 hour, poured onto ice and basified with concentrated ammonium hydroxide. The solid precipitate was separated by filtration, washed with water and dried to provide 4-chloro-1H-imidazo[4,5-]quinoline as a tan powder corresponding to the product of Example 18. Yields the product ClC1=CC=2C=CC=NC2C2=C1N=CN2 (4-chloro-1H-imidazo[4,5-]quinoline), product. Reactants: CCO, O=C(C=CC1CCC2(OCCO2)C1CCCCCCCO)C1CCCCC1, [H][H]. Yields the product O=C(CCC1CCC2(OCCO2)C1CCCCCCCO)C1CCCCC1. As a reaction SMILES: [CH3:30][CH2:31][OH:32].[CH:1]1([C:7]([CH:8]=[CH:9][CH:10]2[CH:11]([CH2:19][CH2:20][CH2:21][CH2:22][CH2:23][CH2:24][CH2:25][OH:26])[C:12]3([O:13][CH2:14][CH2:15][O:16]3)[CH2:17][CH2:18]2)=[O:27])[CH2:2][CH2:3][CH2:4][CH2:5][CH2:6]1.[H:28][H:29]>>[CH:1]1([C:7]([CH2:8][CH2:9][CH:10]2[CH:11]([CH2:19][CH2:20][CH2:21][CH2:22][CH2:23][CH2:24][CH2:25][OH:26])[C:12]3([O:13][CH2:14][CH2:15][O:16]3)[CH2:17][CH2:18]2)=[O:27])[CH2:2][CH2:3][CH2:4][CH2:5][CH2:6]1. The reactants are O (water), BrC=1OC2=C(C1C1=CC=CC=C1)C=C(C=C2)C(=O)O (2-bromo-3-phenyl-5-benzofurancarboxylic acid), C1=CCCCC1 (cyclohexene), [N+](=O)([N+](=O)[O-])[O-] (dinitrogen tetroxide). The solvent is C(C)(=O)O (acetic acid), C(C)(=O)O (acetic acid). Run at temperature 55 celsius. Product: [N+](=O)([O-])C=1OC2=C(C1C1=CC=CC=C1)C=C(C=C2)C(=O)O (2-nitro-3-phenyl-5-benzofurancarboxylic acid). Reaction SMILES: Br[C:2]1[O:3][C:4]2[CH:16]=[CH:15][C:14]([C:17]([OH:19])=[O:18])=[CH:13][C:5]=2[C:6]=1[C:7]1[CH:12]=[CH:11][CH:10]=[CH:9][CH:8]=1.C1CCCCC=1.[N+:26]([O-:31])([N+]([O-])=O)=[O:27].O>C(O)(=O)C>[N+:26]([C:2]1[O:3][C:4]2[CH:16]=[CH:15][C:14]([C:17]([OH:19])=[O:18])=[CH:13][C:5]=2[C:6]=1[C:7]1[CH:12]=[CH:11][CH:10]=[CH:9][CH:8]=1)([O-:31])=[O:27]. Procedure details: A mixture of 20 g (0.063 mole) of 2-bromo-3-phenyl-5-benzofurancarboxylic acid and 1.25 1 of acetic acid is stirred and heated to 55° C. To this mixture is added 7.7 g (0.094 mole) of cyclohexene. To this mixture is added dropwise 8.7 g (0.094 mole) of dinitrogen tetroxide in 25 ml of acetic acid. After 5 hours the mixture is poured into cold water and the solid product is collected. Recrystallization from aqueous ethanol followed by recrystallization from a benzene-ethanol mixture provides 2-ni... Yields the product O=C(O)c1ccnc(Oc2ccccc2)n1. As a reaction SMILES: [CH3:1][O:2][C:3](=[O:4])[c:5]1[n:6][c:7]([O:11][c:12]2[cH:13][cH:14][cH:15][cH:16][cH:17]2)[n:8][cH:9][cH:10]1.[CH3:20][OH:21].[Na+:19].[OH-:18]>>[O:2]=[C:3]([OH:4])[c:5]1[n:6][c:7]([O:11][c:12]2[cH:13][cH:14][cH:15][cH:16][cH:17]2)[n:8][cH:9][cH:10]1. Starting materials: COC(=O)c1ccnc(Oc2ccccc2)n1, CO, [Na+], [OH-]. The reactants are N1C(C2(C3=CC=CC=C13)COC1=CC3=C(OCCO3)C=C12)=O (2,3-dihydrospiro[furo[2,3-g][1,4]benzodioxine-8,3′-indol]-2′(1′H)-one), C(C1=CC=CC=C1)OC=1C=CC(=NC1)CCl (5-(benzyloxy)-2-(chloromethyl)pyridine), N1C(C2(C3=CC=CC=C13)COC1=C2C2=NON=C2C=C1)=O (7H-spiro[benzofuro[4,5-c][1,2,5]oxadiazole-8,3′-indolin]-2′-one), BrCC1=CC=C(C(=O)OCC)C=C1 (ethyl 4-(bromomethyl)benzoate). Product: O=C1N(C2=CC=CC=C2C12COC1=CC3=C(OCCO3)C=C12)CC1=CC=C(C(=O)OCC)C=C1 (ethyl 4-[(2′-oxo-2,3-dihydrospiro[furo[2,3-g][1,4]benzodioxine-8,3′-indol]-1′(2′H)-yl)methyl]benzoate). RXN SMILES: [NH:1]1[C:9]2[C:4](=[CH:5][CH:6]=[CH:7][CH:8]=2)[C:3]2([C:21]3[C:12](=[CH:13][C:14]4[O:19][CH2:18][CH2:17][O:16][C:15]=4[CH:20]=3)[O:11][CH2:10]2)[C:2]1=[O:22].N1C2C(=CC=CC=2)C2(C3C4C(C=CC=3OC2)=NON=4)C1=O.Br[CH2:45][C:46]1[CH:56]=[CH:55][C:49]([C:50]([O:52][CH2:53][CH3:54])=[O:51])=[CH:48][CH:47]=1.C(OC1C=CC(CCl)=NC=1)C1C=CC=CC=1>>[O:22]=[C:2]1[C:3]2([C:21]3[C:12](=[CH:13][C:14]4[O:19][CH2:18][CH2:17][O:16][C:15]=4[CH:20]=3)[O:11][CH2:10]2)[C:4]2[C:9](=[CH:8][CH:7]=[CH:6][CH:5]=2)[N:1]1[CH2:45][C:46]1[CH:56]=[CH:55][C:49]([C:50]([O:52][CH2:53][CH3:54])=[O:51])=[CH:48][CH:47]=1. Procedure: Following the procedure as described in EXAMPLE 9.67 and making non-critical variations using 2,3-dihydrospiro[furo[2,3-g][1,4]benzodioxine-8,3′-indol]-2′(1′H)-one to replace 7H-spiro[benzofuro[4,5-c][1,2,5]oxadiazole-8,3′-indolin]-2′-one, and ethyl 4-(bromomethyl)benzoate to replace 5-(benzyloxy)-2-(chloromethyl)pyridine, ethyl 4-[(2′-oxo-2,3-dihydrospiro[furo[2,3-g][1,4]benzodioxine-8,3′-indol]-1′(2′H)-yl)methyl]benzoate was obtained (95%) as a colorless solid: 1H NMR (300 MHz, CDCl3) δ 8.03 (... Reactants: c4ccc(B3OB(c1ccccc1)OB(c2ccccc2)O3)cc4 (effective_coupling_partner), CC(=O)Oc2ccc1cc(OCOC)ccc1c2 (substrate). Reagents/catalysts: PCy3. Conditions: temperature 110 celsius, time 12 hour. The product is COCOc3ccc2cc(c1ccccc1)ccc2c3. As a reaction SMILES: [CH2:1]([CH2:2][CH2:3][CH3:4])[NH:5][C:6](=[NH:7])[NH:8][C:9](=[NH:10])[NH2:11].[CH3:26][CH2:27][O:28][C:29](=[O:30])[CH3:31].[Cl:13][CH:14]([C:15](=[O:16])[O-:17])[Cl:18].[ClH:12].[Na+:19].[OH:20][C:21](=[O:22])[CH:23]([Cl:24])[Cl:25]>>[CH2:1]([CH2:2][CH2:3][CH3:4])[NH:5][C:6](=[NH:7])[NH:8][C:9](=[NH:10])[NH2:11].[Cl:13][CH:14]([C:15](=[O:16])[OH:17])[Cl:18].[O:20]=[C:21]([OH:22])[CH:23]([Cl:24])[Cl:25]. Starting materials: CCCCNC(=N)NC(=N)N, CCOC(C)=O, O=C([O-])C(Cl)Cl, Cl, [Na+], O=C(O)C(Cl)Cl. The product is CCCCNC(=N)NC(=N)N, O=C(O)C(Cl)Cl, O=C(O)C(Cl)Cl.